Task: describe an organic reaction: reactants, conditions, products, and yield. Dataset: the Open Reaction Database (ORD), a public repository of structured organic reaction records The reactants are C(#N)C1=C2C=3C(CNC3C=C1)CC(C2)N(CCC)CCC ((±)-6-cyano-4-(di-n-propylamino)-1,2,2a,3,4,5-hexahydrobenz[cd]indole), C[Mg]Br (methylmagnesium bromide), C(C)OCC (diethyl ether), Grignard reagent, [NH4+].[Cl-] (NH4Cl). Solvent: C1=CC=CC=C1 (benzene). Reaction conditions: time 30 minute. The product is C(C)(=O)C1=C2C=3C(CNC3C=C1)CC(C2)N(CCC)CCC ((+)-6-Acetyl-4-(di-n-propylamino)-1,2,2a,3,4,5-hexahydrobenz[cd]indole). RXN SMILES: C(C1[CH:11]=[CH:10][C:9]2[NH:8][CH2:7][CH:6]3[CH2:12][CH:13]([N:15]([CH2:19][CH2:20][CH3:21])[CH2:16][CH2:17][CH3:18])[CH2:14][C:4]=1[C:5]=23)#N.[CH3:22][Mg]Br.[NH4+].[Cl-].C([O:29][CH2:30][CH3:31])C>C1C=CC=CC=1>[C:30]([C:31]1[CH:11]=[CH:10][C:9]2[NH:8][CH2:7][CH:6]3[CH2:12][CH:13]([N:15]([CH2:19][CH2:20][CH3:21])[CH2:16][CH2:17][CH3:18])[CH2:14][C:4]=1[C:5]=23)(=[O:29])[CH3:22] |f:2.3|. Reported procedure: A solution of 0.5 g (1.8 mmol) of (±)-6-cyano-4-(di-n-propylamino)-1,2,2a,3,4,5-hexahydrobenz[cd]indole in 75 mL of benzene was treated with 5 mL of 2.0M methylmagnesium bromide in diethyl ether. The reaction mixture was refluxed for 2 days. The reaction mixture was cooled and excess Grignard reagent was decomposed with addition of saturated NH4Cl solution. The benzene layer was separated and washed once with saturated NaCl solution. The organic solution was evaporated to an oil. The oil was dis... Starting materials: CC(=O)OC(C)=O, O=C(O)CCCCCC1CCC(O)CC1, Cc1ccc(S(=O)(=O)O)cc1. The product is CC(=O)OC1CCC(CCCCCC(=O)O)CC1. Reaction SMILES: [CH3:27][C:28](=[O:29])[O:30][C:31](=[O:32])[CH3:33].[OH:1][CH:2]1[CH2:3][CH2:4][CH:5]([CH2:8][CH2:9][CH2:10][CH2:11][CH2:12][C:13](=[O:14])[OH:15])[CH2:6][CH2:7]1.[c:16]1([CH3:17])[cH:18][cH:19][c:20]([S:21]([OH:22])(=[O:23])=[O:24])[cH:25][cH:26]1>>[O:1]([CH:2]1[CH2:3][CH2:4][CH:5]([CH2:8][CH2:9][CH2:10][CH2:11][CH2:12][C:13](=[O:14])[OH:15])[CH2:6][CH2:7]1)[C:28]([CH3:27])=[O:29]. Starting materials: CO, CC#N, COC(=O)C(=CO)C(=O)OC, Cl. The product is COC=C(C(=O)OC)C(=O)OC. Reaction SMILES: [CH3:12][OH:13].[CH3:15][C:16]#[N:17].[CH3:1][O:2][C:3]([C:4]([C:5](=[O:6])[O:7][CH3:8])=[CH:9][OH:10])=[O:11].[ClH:14]>>[CH3:1][O:2][C:3]([C:4]([C:5](=[O:6])[O:7][CH3:8])=[CH:9][O:10][CH3:15])=[O:11].